This data is from the Open Reaction Database (ORD), a public repository of structured organic reaction records. The task is: describe an organic reaction: reactants, conditions, products, and yield Starting materials: solid, BrC1=CC(=CC=2C(=C3N(C12)CCNC3=O)C)C#N (6-bromo-10-methyl-1-oxo-1,2,3,4-tetrahydro-pyrazino[1,2-a]indole-8-carbonitrile), BrC1=CC(=CC=2C(=C3N(C12)CCNC3=O)C)C#N (6-bromo-10-methyl-1-oxo-1,2,3,4-tetrahydro-pyrazino[1,2-a]indole-8-carbonitrile), FC=1C=C(C=C(C1F)F)B(O)O (3,4,5-trifluoro-phenylboronic acid). The product is CC1=C2N(C=3C(=CC(=CC13)C#N)C1=CC(=C(C(=C1)F)F)F)CCNC2=O (10-Methyl-1-oxo-6-(3,4,5-trifluorophenyl)-3,4-dihydro-2H-pyrazino[1,2-a]indole-8-carbonitrile). As a reaction SMILES: Br[C:2]1[C:10]2[N:9]3[CH2:11][CH2:12][NH:13][C:14](=[O:15])[C:8]3=[C:7]([CH3:16])[C:6]=2[CH:5]=[C:4]([C:17]#[N:18])[CH:3]=1.[F:19][C:20]1[CH:21]=[C:22](B(O)O)[CH:23]=[C:24]([F:27])[C:25]=1[F:26]>>[CH3:16][C:7]1[C:6]2[CH:5]=[C:4]([C:17]#[N:18])[CH:3]=[C:2]([C:22]3[CH:21]=[C:20]([F:19])[C:25]([F:26])=[C:24]([F:27])[CH:23]=3)[C:10]=2[N:9]2[CH2:11][CH2:12][NH:13][C:14](=[O:15])[C:8]=12. Reported procedure: The title compound, grey solid (45 mg, 51%), MS (ISP) m/z=356.6 [(M+H)+], mp 253° C., was prepared in accordance with the general method of example 1 from 6-bromo-10-methyl-1-oxo-1,2,3,4-tetrahydro-pyrazino[1,2-a]indole-8-carbonitrile (intermediate 16) (76 mg, 0.25 mmol) and commercially available 3,4,5-trifluoro-phenylboronic acid (57.2 mg, 0.325 mmol). Starting materials: COC(=O)c1cnc(Cl)c(Cl)c1Nc1ccc(Br)cc1Cl, [N-]=[N+]=[N-], [Na+], CN(C)C=O, O. Yields the product COC(=O)c1cnc(N=[N+]=[N-])c(Cl)c1Nc1ccc(Br)cc1Cl. Reaction SMILES: [Br:1][c:2]1[cH:3][c:4]([Cl:21])[c:5]([NH:8][c:9]2[c:10]([Cl:20])[c:11]([Cl:19])[n:12][cH:13][c:14]2[C:15](=[O:16])[O:17][CH3:18])[cH:6][cH:7]1.[N-:23]=[N+:24]=[N-:25].[Na+:22].[O:26]=[CH:27][N:28]([CH3:29])[CH3:30].[OH2:31]>>[Br:1][c:2]1[cH:3][c:4]([Cl:21])[c:5]([NH:8][c:9]2[c:10]([Cl:20])[c:11]([N:23]=[N+:24]=[N-:25])[n:12][cH:13][c:14]2[C:15](=[O:16])[O:17][CH3:18])[cH:6][cH:7]1. The reactants are CC1CCCN1C1CC(c2nc3ccc(Br)cc3s2)C1, COc1ccc(B(O)O)cn1, OB(O)c1cncnc1. The product is COc1ccc(-c2ccc3nc(C4CC(N5CCCC5C)C4)sc3c2)cn1. Reaction SMILES: [Br:1][c:2]1[cH:3][c:4]2[c:5]([n:6][c:7]([CH:9]3[CH2:10][CH:11]([N:13]4[CH:14]([CH3:18])[CH2:15][CH2:16][CH2:17]4)[CH2:12]3)[s:8]2)[cH:19][cH:20]1.[CH3:21][O:22][c:23]1[cH:24][cH:25][c:26]([B:29]([OH:30])[OH:31])[cH:27][n:28]1.[n:32]1[cH:33][c:34]([B:35]([OH:36])[OH:37])[cH:38][n:39][cH:40]1>>[c:2]1(-[c:26]2[cH:25][cH:24][c:23]([O:22][CH3:21])[n:28][cH:27]2)[cH:3][c:4]2[c:5]([n:6][c:7]([CH:9]3[CH2:10][CH:11]([N:13]4[CH:14]([CH3:18])[CH2:15][CH2:16][CH2:17]4)[CH2:12]3)[s:8]2)[cH:19][cH:20]1. The reactants are FC=1C=C(C=C(C1)F)C1=C(C(C2=CC=C(C=C12)O)=O)C=1C=NC=CC1 (3-(3,5-Difluorophenyl)-5-hydroxy-2-(pyridin-3-yl)-1H-inden-1-one), C(=O)([O-])[O-].[K+].[K+] (K2CO3), CS(=O)(=O)N1CCN(CC1)CCOS(=O)(=O)C (methylsulfonyl 2-(4-(methylsulfonyl)piperazin-1-yl)ethyl ether). The solvent is CN(C)C=O (DMF), O (H2O). Run at temperature 80 celsius. The product is FC=1C=C(C=C(C1)F)C1=C(C(C2=CC=C(C=C12)OCCN1CCN(CC1)S(=O)(=O)C)=O)C=1C=NC=CC1 (3-(3,5-difluorophenyl)-5-[2-(4-(methylsulfonyl)piperazin-1-yl)ethoxy]-2-(pyridin-3-yl)-1H-inden-1-one). The yield is 68.7%. RXN SMILES: [F:1][C:2]1[CH:3]=[C:4]([C:9]2[C:17]3[C:12](=[CH:13][CH:14]=[C:15]([OH:18])[CH:16]=3)[C:11](=[O:19])[C:10]=2[C:20]2[CH:21]=[N:22][CH:23]=[CH:24][CH:25]=2)[CH:5]=[C:6]([F:8])[CH:7]=1.C([O-])([O-])=O.[K+].[K+].[CH3:32][S:33]([N:36]1[CH2:41][CH2:40][N:39]([CH2:42][CH2:43]OS(C)(=O)=O)[CH2:38][CH2:37]1)(=[O:35])=[O:34]>CN(C=O)C.O>[F:8][C:6]1[CH:5]=[C:4]([C:9]2[C:17]3[C:12](=[CH:13][CH:14]=[C:15]([O:18][CH2:43][CH2:42][N:39]4[CH2:40][CH2:41][N:36]([S:33]([CH3:32])(=[O:34])=[O:35])[CH2:37][CH2:38]4)[CH:16]=3)[C:11](=[O:19])[C:10]=2[C:20]2[CH:21]=[N:22][CH:23]=[CH:24][CH:25]=2)[CH:3]=[C:2]([F:1])[CH:7]=1 |f:1.2.3|. Procedure details: To a solution of 3-(3,5-difluorophenyl)-5-hydroxy-2-(pyridin-3-yl)-1H-inden-1-one (60 mg, 0.18 mmol) obtained in Step 5 of Example 128 in DMF (2 mL) was added K2CO3(75 mg, 0.54 mmol) and methylsulfonyl 2-(4-(methylsulfonyl)piperazin-1-yl)ethyl ether (77 mg, 0.27 mmol). The mixture was heated to 80° C. for 3 h and cooled to room temperature. The resulting solution was diluted with H2O (5 mL) and extracted with EtOAc (5 mL×3). The extracts were washed with H2O and brine, dried over MgSO4, and conc...